Task: describe an organic reaction: reactants, conditions, products, and yield. Dataset: the Open Reaction Database (ORD), a public repository of structured organic reaction records Reactants: O (water), [N+](=O)([O-])C=1C=C(C=CC1)N1C(NC(C2=C1N=CC=C2)=O)=O (1-(m-nitrophenyl)pyrido[2,3-d]pyrimidine-2,4(1H,3H)-dione), C(C)OS(=O)OCC (diethylsulfite), [H-].[Na+] (sodium hydride). The solvent is CN(C=O)C (dimethylformamide). Run at time 30 minute. Product: [N+](=O)([O-])C=1C=C(C=CC1)N1C(N(C(C2=C1N=CC=C2)=O)CC)=O (1-(m-nitrophenyl)-3-ethylpyrido[2,3-d]pyrimidine-2,4(1H,3H)-dione). Isolated yield 87.8%. RXN SMILES: [N+:1]([C:4]1[CH:5]=[C:6]([N:10]2[C:15]3[N:16]=[CH:17][CH:18]=[CH:19][C:14]=3[C:13](=[O:20])[NH:12][C:11]2=[O:21])[CH:7]=[CH:8][CH:9]=1)([O-:3])=[O:2].[H-].[Na+].[CH2:24](OS(OCC)=O)[CH3:25].O>CN(C)C=O>[N+:1]([C:4]1[CH:5]=[C:6]([N:10]2[C:15]3[N:16]=[CH:17][CH:18]=[CH:19][C:14]=3[C:13](=[O:20])[N:12]([CH2:24][CH3:25])[C:11]2=[O:21])[CH:7]=[CH:8][CH:9]=1)([O-:3])=[O:2] |f:1.2|. Procedure: 2.8 g of 1-(m-nitrophenyl)pyrido[2,3-d]pyrimidine-2,4(1H,3H)-dione was dissolved in 30 ml of dry dimethylformamide. To the solution was added 0.6 g of about 50 % sodium hydride, and stirring was performed for 30 minutes. To the mixture was further added 3.5 g of diethylsulfite and the whole was reacted for 2 hours at room temperature. After the reaction was finished, the solvent was distilled off from the mixture under reduced pressure. To the residue thus obtained was added water to precipitate...